Dataset: the Open Reaction Database (ORD), a public repository of structured organic reaction records. Task: describe an organic reaction: reactants, conditions, products, and yield The reactants are O=C[O-], [NH4+], O, O=C(CCC1CCNCC1)c1nccc2ccccc12. The product is NC(CCC1CCNCC1)c1nccc2ccccc12. RXN SMILES: [CH:21]([O-:22])=[O:23].[NH4+:24].[OH2:25].[c:1]1([C:11]([CH2:12][CH2:13][CH:14]2[CH2:15][CH2:16][NH:17][CH2:18][CH2:19]2)=[O:20])[n:2][cH:3][cH:4][c:5]2[cH:6][cH:7][cH:8][cH:9][c:10]12>>[c:1]1([CH:11]([CH2:12][CH2:13][CH:14]2[CH2:15][CH2:16][NH:17][CH2:18][CH2:19]2)[NH2:24])[n:2][cH:3][cH:4][c:5]2[cH:6][cH:7][cH:8][cH:9][c:10]12.